Dataset: the Open Reaction Database (ORD), a public repository of structured organic reaction records. Task: describe an organic reaction: reactants, conditions, products, and yield Reactants: P(=O)(Cl)(Cl)Cl (Phosphorus oxychloride), C(C)(=O)S[C@@H]1CN([C@@H](C1)C(=O)NCC=1SC=CN1)C(=O)OCC=C ((3S,5S)-3-acetylthio-1-allyloxycarbonyl-5-[(thiazol-2-yl)methylaminocarbonyl]pyrrolidine). The solvent is C1(=CC=CC=C1)C (toluene). Run at temperature 100 celsius, time 1 hour. Yields the product C(C)(=O)S[C@@H]1CN(C(C1)C1=NC=C2SC=CN21)C(=O)OCC=C ((3S)-3-Acetylthio-1-allyloxycarbonyl-5-(imidazo[5,1-b]thiazol-5-yl)pyrrolidine). The yield is 7.4%. RXN SMILES: P(Cl)(Cl)(Cl)=O.[C:6]([S:9][C@H:10]1[CH2:14][C@@H:13]([C:15]([NH:17][CH2:18][C:19]2[S:20][CH:21]=[CH:22][N:23]=2)=O)[N:12]([C:24]([O:26][CH2:27][CH:28]=[CH2:29])=[O:25])[CH2:11]1)(=[O:8])[CH3:7]>C1(C)C=CC=CC=1>[C:6]([S:9][C@H:10]1[CH2:14][CH:13]([C:15]2[N:23]3[C:19]([S:20][CH:21]=[CH:22]3)=[CH:18][N:17]=2)[N:12]([C:24]([O:26][CH2:27][CH:28]=[CH2:29])=[O:25])[CH2:11]1)(=[O:8])[CH3:7]. Reported procedure: Phosphorus oxychloride (1.2 ml) is added to a solution of 1.00 g of (3S,5S)-3-acetylthio-1-allyloxycarbonyl-5-[(thiazol-2-yl)methylaminocarbonyl]pyrrolidine in 10 ml of toluene, and the mixture is stirred at 100° C. for one hr. The reaction mixture is concentrated under reduced pressure, dichloromethane is added to the residue, and the mixture is successively washed with an aqueous potassium carbonate solution and saturated saline and dried over magnesium sulfate. The solvent is removed by evapo... Run at temperature 80 celsius, time 12 hour. Yields the product BrC1=CC=C(C=C1)C=1SC=CC1C#N (2-(4-Bromo-phenyl)-thiophene-3-carbonitrile). The reactants are N#N (N2), IC=1SC=CC1C#N (2-iodo-thiophene-3-carbonitrile), BrC1=CC=C(C=C1)B(O)O (4-bromobenzeneboronic acid), C([O-])([O-])=O.[K+].[K+] (potassium carbonate). Reaction SMILES: I[C:2]1[S:3][CH:4]=[CH:5][C:6]=1[C:7]#[N:8].[Br:9][C:10]1[CH:15]=[CH:14][C:13](B(O)O)=[CH:12][CH:11]=1.C(=O)([O-])[O-].[K+].[K+].N#N>[Pd].C1(P(C2C=CC=CC=2)C2C=CC=CC=2)C=CC=CC=1.C1(P(C2C=CC=CC=2)C2C=CC=CC=2)C=CC=CC=1.C1(P(C2C=CC=CC=2)C2C=CC=CC=2)C=CC=CC=1.C1(P(C2C=CC=CC=2)C2C=CC=CC=2)C=CC=CC=1.O.C(O)C.C(COC)OC>[Br:9][C:10]1[CH:15]=[CH:14][C:13]([C:2]2[S:3][CH:4]=[CH:5][C:6]=2[C:7]#[N:8])=[CH:12][CH:11]=1 |f:2.3.4,6.7.8.9.10|. The solvent is C(C)O (ethanol), C(OC)COC (dimethoxyethane), O (water). Reported procedure: Degass a solution of 2-iodo-thiophene-3-carbonitrile (20 g, 85 mmol), 4-bromobenzeneboronic acid (18.8 g, 94 mmol), potassium carbonate (26 g, 187 mmol) and tetrakis(triphenylphosphine)-palladium (0) (10 g, 8.5 mmol) in a mixture of anhydrous dimethoxyethane (300 mL) and absolute ethanol (150 mL) with Ar or N2 for 15 min and stir for 12 hours at 80° C. Cool the reaction mixture to room temperature, add water (100 ml) and extract the crude product dichloromethane (3×150 mL). Purification by chrom... Reagents/catalysts: [Pd].C1(=CC=CC=C1)P(C1=CC=CC=C1)C1=CC=CC=C1.C1(=CC=CC=C1)P(C1=CC=CC=C1)C1=CC=CC=C1.C1(=CC=CC=C1)P(C1=CC=CC=C1)C1=CC=CC=C1.C1(=CC=CC=C1)P(C1=CC=CC=C1)C1=CC=CC=C1 (tetrakis(triphenylphosphine)-palladium (0)).